From a dataset of the Open Reaction Database (ORD), a public repository of structured organic reaction records. describe an organic reaction: reactants, conditions, products, and yield Reactants: COc1c(C)c(Cc2cccc(C(=O)O)c2OCc2ccccc2)c(OC)c(OC)c1OC, CCO, [H][H]. Product: COc1c(C)c(Cc2cccc(C(=O)O)c2O)c(OC)c(OC)c1OC. Reaction SMILES: [CH3:1][O:2][c:3]1[c:4]([CH3:33])[c:5]([CH2:6][c:7]2[c:8]([O:16][CH2:17][c:18]3[cH:19][cH:20][cH:21][cH:22][cH:23]3)[c:9]([C:10](=[O:11])[OH:12])[cH:13][cH:14][cH:15]2)[c:24]([O:31][CH3:32])[c:25]([O:29][CH3:30])[c:26]1[O:27][CH3:28].[CH3:36][CH2:37][OH:38].[H:34][H:35]>>[CH3:1][O:2][c:3]1[c:4]([CH3:33])[c:5]([CH2:6][c:7]2[c:8]([OH:16])[c:9]([C:10](=[O:11])[OH:12])[cH:13][cH:14][cH:15]2)[c:24]([O:31][CH3:32])[c:25]([O:29][CH3:30])[c:26]1[O:27][CH3:28]. Starting materials: NC=1C=C(C=CC1)NC1=NC=C(C(=N1)NC1=CC(=CC=C1)N)F (N2,N4-bis(3-aminophenyl)-5-fluoro-2,4-pyrimidinediamine), C(C1=CC=CC=C1)OCCBr (1-benzyloxy-2-bromoethane). The product is N2,N4-bis[3-N-benzyloxyethyleneamino)phenyl, FC=1C(=NC(=NC1)N)N (5-fluoro-2,4-pyrimidinediamine). RXN SMILES: NC1C=C([NH:8][C:9]2[N:14]=[C:13]([NH:15]C3C=CC=C(N)C=3)[C:12]([F:23])=[CH:11][N:10]=2)C=CC=1.C(OCCBr)C1C=CC=CC=1>>[F:23][C:12]1[C:13]([NH2:15])=[N:14][C:9]([NH2:8])=[N:10][CH:11]=1. Procedure: In like manner to the preparation of N2,N4-bis(3-tert-butoxycarbonylmethyleneaminophenyl)-5-fluoro-2,4-pyrimidinediamine, N2,N4-bis(3-aminophenyl)-5-fluoro-2,4-pyrimidinediamine and 1-benzyloxy-2-bromoethane were reacted together to give N2,N4-bis[3-N-benzyloxyethyleneamino)phenyl]-5-fluoro-2,4-pyrimidinediamine. LCMS: ret. time: 32.92 min.; MS (m/e): 579.17 (MH+). The reactants are C(C1=CC=CC=C1)NC(C(N1C(=NC2=C1C=CC(=C2)F)[C@@H](C2=CC=CC=C2)OC)C2CCCCC2)=O (N-benzyl-2-cyclohexyl-2-[5-fluoro-2-((R)-methoxy-phenyl-methyl)-benzoimidazol-1-yl]-acetamide), N(=O)[O-].[Na+] (sodium nitrite), [Li+].[OH-] (LiOH), OO (hydrogen peroxide). Run in C(C)(=O)O (acetic acid), C(C)(=O)OC(C)=O (acetic acid anhydride). Reaction conditions: time 8 hour. The product is C1(CCCCC1)C(C(=O)O)N1C(=NC2=C1C=CC(=C2)F)[C@@H](C2=CC=CC=C2)OC (Cyclohexyl-[5-fluoro-2-((R)-methoxy-phenyl-methyl)-benzoimidazol-1-yl]-acetic acid). RXN SMILES: C(N[C:9](=[O:36])[CH:10]([CH:30]1[CH2:35][CH2:34][CH2:33][CH2:32][CH2:31]1)[N:11]1[C:15]2[CH:16]=[CH:17][C:18]([F:20])=[CH:19][C:14]=2[N:13]=[C:12]1[C@H:21]([O:28][CH3:29])[C:22]1[CH:27]=[CH:26][CH:25]=[CH:24][CH:23]=1)C1C=CC=CC=1.N([O-])=[O:38].[Na+].[Li+].[OH-].OO>C(O)(=O)C.C(OC(=O)C)(=O)C>[CH:30]1([CH:10]([N:11]2[C:15]3[CH:16]=[CH:17][C:18]([F:20])=[CH:19][C:14]=3[N:13]=[C:12]2[C@H:21]([O:28][CH3:29])[C:22]2[CH:27]=[CH:26][CH:25]=[CH:24][CH:23]=2)[C:9]([OH:38])=[O:36])[CH2:35][CH2:34][CH2:33][CH2:32][CH2:31]1 |f:1.2,3.4|. Procedure details: To a solution of N-benzyl-2-cyclohexyl-2-[5-fluoro-2-((R)-methoxy-phenyl-methyl)-benzoimidazol-1-yl]-acetamide (5.91 g, 12.17 mmol, 1.0 equiv) in a mixture of acetic acid (40 mL) and acetic acid anhydride (80 mL) was added at 0° C. in several small portions sodium nitrite (18.47 g, 267.76 mmol, 22.0 equiv) within 1 h. The reaction mixture was stirred overnight allowing to warm up to rt. The solution was concentrated by evaporation under reduced pressure, the pH adjusted to 9 by addition of a sol... Reactants: CCN(C(C)C)C(C)C (DIPEA), FC1=CC(=CC=C1)N=C=O (1-fluoro-3-isocyanatobenzene), FC(C(=O)[O-])(F)F.C(N)(=O)C=1C(=NN(C1)C1(C[NH2+]C1)CC#N)NC1=CC=CC=C1 (3-[4-Carbamoyl-3-(phenylamino)-1H-pyrazol-1-yl]-3-(cyanomethyl)azetidinium trifluoroacetate). Run in CS(=O)C (DMSO), CC#N (MeCN). Run at time 2 hour. Product: C(#N)CC1(CN(C1)C(NC1=CC(=CC=C1)F)=O)N1N=C(C(=C1)C(=O)N)NC1=CC=CC=C1 (1-{3-(Cyanomethyl)-1-[(3-fluorophenyl)carbamoyl]azetidin-3-yl}-3-(phenylamino)-1H pyrazole-4-carboxamide). RXN SMILES: FC(F)(F)C([O-])=O.[C:8]([C:11]1[C:12]([NH:23][C:24]2[CH:29]=[CH:28][CH:27]=[CH:26][CH:25]=2)=[N:13][N:14]([C:16]2([CH2:20][C:21]#[N:22])[CH2:19][NH2+:18][CH2:17]2)[CH:15]=1)(=[O:10])[NH2:9].CCN(C(C)C)C(C)C.[F:39][C:40]1[CH:45]=[CH:44][CH:43]=[C:42]([N:46]=[C:47]=[O:48])[CH:41]=1>CC#N.CS(C)=O>[C:21]([CH2:20][C:16]1([N:14]2[CH:15]=[C:11]([C:8]([NH2:9])=[O:10])[C:12]([NH:23][C:24]3[CH:29]=[CH:28][CH:27]=[CH:26][CH:25]=3)=[N:13]2)[CH2:17][N:18]([C:47](=[O:48])[NH:46][C:42]2[CH:43]=[CH:44][CH:45]=[C:40]([F:39])[CH:41]=2)[CH2:19]1)#[N:22] |f:0.1|. Reported procedure: 3-[4-Carbamoyl-3-(phenylamino)-1H-pyrazol-1-yl]-3-(cyanomethyl)azetidinium trifluoroacetate (Intermediate #38-2) (25 mg, 0.060 mmol) was dissolved in MeCN (0.50 mL) and treated with DIPEA (0.020 mL, 0.12 mmol) and 1-fluoro-3-isocyanatobenzene (0.010 mL, 0.090 mmol). The reaction mixture was stirred at ambient temperature for 2 hours and then diluted with DMSO (1.0 mL) and purified directly by reverse-phase preparative HPLC (using a gradient elution of 5-95% MeCN/water, with 0.1% v/v NH4OH modifi...